describe an organic reaction: reactants, conditions, products, and yield From a dataset of the Open Reaction Database (ORD), a public repository of structured organic reaction records. Reactants: ClC=1C=CC(=C(C1)C1=CC(=C(N1C)C)C(=O)OCC)C(=O)N1CC2=CC=CC=C2C[C@H]1C (Ethyl 5-(5-chloro-2-{[(3R)-3-methyl-3,4-dihydroisoquinolin-2(1H)-yl]carbonyl}phenyl)-1,2-dimethyl-1H-pyrrole-3-carboxylate), [Li+].[OH-] (LiOH), [NH4+].[Cl-] (NH4Cl). Run in O (water), O1CCOCC1 (dioxane), ClCCl (dichloromethane). Run at temperature 100 celsius. The product is ClC=1C=CC(=C(C1)C1=CC(=C(N1C)C)C(=O)O)C(=O)N1CC2=CC=CC=C2C[C@H]1C (5-(5-Chloro-2-{[(3R)-3-methyl-3,4-dihydroisoquinolin-2(1H)-yl]carbonyl}-phenyl)-1,2-dimethyl-1H-pyrrole-3-carboxylic acid). RXN SMILES: [Cl:1][C:2]1[CH:3]=[CH:4][C:5]([C:20]([N:22]2[C@H:31]([CH3:32])[CH2:30][C:29]3[C:24](=[CH:25][CH:26]=[CH:27][CH:28]=3)[CH2:23]2)=[O:21])=[C:6]([C:8]2[N:12]([CH3:13])[C:11]([CH3:14])=[C:10]([C:15]([O:17]CC)=[O:16])[CH:9]=2)[CH:7]=1.[Li+].[OH-].[NH4+].[Cl-]>O1CCOCC1.O.ClCCl>[Cl:1][C:2]1[CH:3]=[CH:4][C:5]([C:20]([N:22]2[C@H:31]([CH3:32])[CH2:30][C:29]3[C:24](=[CH:25][CH:26]=[CH:27][CH:28]=3)[CH2:23]2)=[O:21])=[C:6]([C:8]2[N:12]([CH3:13])[C:11]([CH3:14])=[C:10]([C:15]([OH:17])=[O:16])[CH:9]=2)[CH:7]=1 |f:1.2,3.4|. Reported procedure: To a solution of 1.7 g of the compound obtained in Step A (3.77 mmol) in 5 mL of dioxane there is added 0.317 g of LiOH (7.5 mmol) dissolved in 5 mL of water. The batch is heated in a microwave apparatus for 4 hours at 100° C. (power 140 W). The reaction mixture is then filtered and concentrated to dryness. The residue thereby obtained is taken up in dichloromethane (50 mL) and then saturated aqueous NH4Cl solution is added thereto. The organic phase is washed with water and then with brine, dri...